describe an organic reaction: reactants, conditions, products, and yield From a dataset of the Open Reaction Database (ORD), a public repository of structured organic reaction records. The reactants are C1(CC1)S(=O)(=O)N1CCC(CC1)CCOC=1C=C(C(=O)O)C=CC1 (3-[2-(1-cyclopropanesulfonyl-piperidin-4-yl)-ethoxy]-benzoic acid), NC1C2CC3(CC(CC1C3)C2)O (4-amino-1-hydroxyadamantane). The product is C1(CC1)S(=O)(=O)N1CCC(CC1)CCOC=1C=C(C(=O)NC2C3CC4CC(CC2C4)(C3)O)C=CC1 (3-[2-(1-Cyclopropanesulfonyl-piperidin-4-yl)-ethoxy]-N-(5-hydroxy-adamantan-2-yl)-benzamide). RXN SMILES: [CH:1]1([S:4]([N:7]2[CH2:12][CH2:11][CH:10]([CH2:13][CH2:14][O:15][C:16]3[CH:17]=[C:18]([CH:22]=[CH:23][CH:24]=3)[C:19]([OH:21])=O)[CH2:9][CH2:8]2)(=[O:6])=[O:5])[CH2:3][CH2:2]1.[NH2:25][CH:26]1[CH:33]2[CH2:34][C:29]3([OH:36])[CH2:30][CH:31]([CH2:35][CH:27]1[CH2:28]3)[CH2:32]2>>[CH:1]1([S:4]([N:7]2[CH2:8][CH2:9][CH:10]([CH2:13][CH2:14][O:15][C:16]3[CH:17]=[C:18]([CH:22]=[CH:23][CH:24]=3)[C:19]([NH:25][CH:26]3[CH:27]4[CH2:35][CH:31]5[CH2:30][C:29]([OH:36])([CH2:34][CH:33]3[CH2:32]5)[CH2:28]4)=[O:21])[CH2:11][CH2:12]2)(=[O:5])=[O:6])[CH2:3][CH2:2]1. Procedure: Prepared from 3-[2-(1-cyclopropanesulfonyl-piperidin-4-yl)-ethoxy]-benzoic acid and 4-amino-1-hydroxyadamantane. 1H NMR (400 MHz, CDCl3): δ 7.32-7.38 (m, 2 H), 7.24-7.26 (m, 1 H), 7.03 (dd, 1 H), 6.32 (d, 1 H), 4.19-4.24 (m, 1 H), 4.07 (t, 2 H), 3.78-3.85 (m, 2 H), 2.81 (td, 2 H), 2.61 (br. s., 2 H), 2.22-2.29 (m, 3 H), 2.18-2.22 (m, 1 H), 1.95 (d, 2 H), 1.73-1.89 (m, 11 H), 1.65-1.73 (m, 1 H), 1.59 (d, 2 H), 1.41 (dd, 1 H), 1.35 (dd, 1 H), 1.14-1.20 (m, 2 H), 0.94-1.00 (m, 2 H). The reactants are C(C)(C)(C)OC(=O)N([C@@H](C(=O)[O-])C1=CC=CC=C1)C ((R)-2-(tert-butoxycarbonyl(methyl)amino)-2-phenylacetate), C(CCl)Cl (EDC), NC=1C=C2C=CN=CC2=CC1 (6-aminoisoquinoline). Reagents/catalysts: CN(C)C=1C=CN=CC1 (DMAP). The solvent is CN(C)C=O (DMF). Conditions: time 4 hour. Yields the product Hexanes EtOAc, C1=NC=CC2=CC(=CC=C12)NC([C@@H](C1=CC=CC=C1)N(C(OC(C)(C)C)=O)C)=O ((R)-tert-butyl 2-(isoquinolin-6-ylamino)-2-oxo-1-phenylethyl(methyl)carbamate). RXN SMILES: [C:1]([O:5][C:6]([N:8]([CH3:19])[C@H:9]([C:13]1[CH:18]=[CH:17][CH:16]=[CH:15][CH:14]=1)[C:10]([O-:12])=O)=[O:7])([CH3:4])([CH3:3])[CH3:2].C(Cl)CCl.[NH2:24][C:25]1[CH:26]=[C:27]2[C:32](=[CH:33][CH:34]=1)[CH:31]=[N:30][CH:29]=[CH:28]2>CN(C=O)C.CN(C1C=CN=CC=1)C>[CH:31]1[C:32]2[C:27](=[CH:26][C:25]([NH:24][C:10](=[O:12])[C@H:9]([N:8]([CH3:19])[C:6](=[O:7])[O:5][C:1]([CH3:2])([CH3:3])[CH3:4])[C:13]3[CH:18]=[CH:17][CH:16]=[CH:15][CH:14]=3)=[CH:34][CH:33]=2)[CH:28]=[CH:29][N:30]=1. Reported procedure: To (R)-2-(tert-butoxycarbonyl(methyl)amino)-2-phenylacetate (E6) in DMF was added EDC, DMAP and 6-aminoisoquinoline. This mixture was stirred for 4 hours and the reaction was washed with NaHCO3 (sat), extracted with EtOAc, dried (Na2SO4), filtered and evaporated. Column chromatography (SiO2, Hexanes/EtOAc) gave pure (R)-tert-butyl 2-(isoquinolin-6-ylamino)-2-oxo-1-phenylethyl(methyl)carbamate (E7). Starting materials: ClC1=CC=C2C(C(=C3N(C2=C1F)CCS3)C(=O)O)=O (8-Chloro-9-fluoro-5oxo-1,2-dihydro-5H-thiazolo(3,2-a)-quinoline-4-carboxylic acid), CN1CCNCC1 (N-methylpiperazine). Solvent: N1=CC=CC=C1 (pyridine). Yields the product FC=1C(=CC=C2C(C(=C3N(C12)CCS3)C(=O)O)=O)N3CCN(CC3)C (9-Fluoro-8-(4-methyl-1-piperazinyl)-5-oxo-1,2-dihydro-5H-thiazolo(3,2-a)-quinoline-4-carboxylic acid). Yield: 33.0%. Reaction SMILES: Cl[C:2]1[C:11]([F:12])=[C:10]2[C:5]([C:6](=[O:19])[C:7]([C:16]([OH:18])=[O:17])=[C:8]3[S:15][CH2:14][CH2:13][N:9]32)=[CH:4][CH:3]=1.[CH3:20][N:21]1[CH2:26][CH2:25][NH:24][CH2:23][CH2:22]1>N1C=CC=CC=1>[F:12][C:11]1[C:2]([N:24]2[CH2:25][CH2:26][N:21]([CH3:20])[CH2:22][CH2:23]2)=[CH:3][CH:4]=[C:5]2[C:10]=1[N:9]1[CH2:13][CH2:14][S:15][C:8]1=[C:7]([C:16]([OH:18])=[O:17])[C:6]2=[O:19]. Procedure details: 8-Chloro-9-fluoro-5oxo-1,2-dihydro-5H-thiazolo(3,2-a)-quinoline-4-carboxylic acid (0.8 gram, 2.7 mmol) was dissolved in 5 ml of pyridine, then 2.7 grams (27 mmol) of N-methylpiperazine was added thereto, and the mixture was heated to reflux for forty eight hours. The content was concentrated under reduced pressure, water was added to the residue, and the insoluble matter was collected by filtration, washed with water, dried and recrystallized from dimethyl formamide to give 324 mg (42.0 percent)... The reactants are ClC1=NC=C(C(=O)O)C=C1 (6-chloronicotinic acid), S(=O)(Cl)Cl (thionyl chloride), C(=N)(N)NN.Cl (aminoguanidine hydrochloride), [OH-].[Na+] (sodium hydroxide). Solvent: ClCCl (dichloromethane), CN(C=O)C (dimethylformamide). Conditions: time 1 hour. The product is C(N)(=N)NNC(C1=CN=C(C=C1)Cl)=O (6-Chloronicotinic acid 2-amidinohydrazide). Yield: 50.7%. RXN SMILES: [Cl:1][C:2]1[CH:10]=[CH:9][C:5]([C:6](O)=[O:7])=[CH:4][N:3]=1.S(Cl)(Cl)=O.[C:15]([NH:18][NH2:19])([NH2:17])=[NH:16].Cl.[OH-].[Na+]>ClCCl.CN(C)C=O>[C:15]([NH:18][NH:19][C:6](=[O:7])[C:5]1[CH:9]=[CH:10][C:2]([Cl:1])=[N:3][CH:4]=1)(=[NH:16])[NH2:17] |f:2.3,4.5|. Procedure: To a solution of 6-chloronicotinic acid (10.0 g) in dichloromethane (100 ml) was added dropwise dimethylformamide (10 ml) and thionyl chloride (5.1 ml), and the mixture was stirred for 1 hour with refluxing. The resulting reaction mixture was dropwise added to aminoguanidine hydrochloride (24.6 g) in a 2.2N aqueous sodium hydroxide solution (100 ml) under ice-cooling. After the dropwise addition, the mixture was stirred at said temperature for 10 minutes to give 6.87 g of a pale-brown solid by f... Starting materials: ClC=1C=CC=2N(C1)C(=C(N2)C2=CC=C(C=C2)F)CNC2=NC=CC(=N2)O[C@H]2CN(CC2)C ((R)—N-((6-chloro-2-(4-fluorophenyl)imidazo[1,2-a]pyridin-3-yl)methyl)-4-(1-methylpyrrolidin-3-yloxy)pyrimidin-2-amine), ClC1=NC=CC(=N1)NCC1=C(N=C2N1C=CC=C2)C2=CC=C(C=C2)Cl (2-chloro-N-((2-(4-chlorophenyl)imidazo[1,2-a]pyridin-3-yl)methyl)pyrimidin-4-amine), CNCCO (2-(methylamino)ethanol). The product is ClC1=CC=C(C=C1)C=1N=C2N(C=CC=C2)C1CNC1=NC(=NC=C1)OCCNC (N-((2-(4-chlorophenyl)imidazo[1,2-a]pyridin-3-yl)methyl)-2-(2-(methylamino)ethoxy)pyrimidin-4-amine). RXN SMILES: ClC1C=CC2N(C(CNC3N=C([O:26][C@@H:27]4C[CH2:30][N:29](C)[CH2:28]4)C=CN=3)=C(C3C=CC(F)=CC=3)N=2)C=1.Cl[C:34]1[N:39]=[C:38]([NH:40][CH2:41][C:42]2[N:46]3[CH:47]=[CH:48][CH:49]=[CH:50][C:45]3=[N:44][C:43]=2[C:51]2[CH:56]=[CH:55][C:54]([Cl:57])=[CH:53][CH:52]=2)[CH:37]=[CH:36][N:35]=1.CNCCO>>[Cl:57][C:54]1[CH:55]=[CH:56][C:51]([C:43]2[N:44]=[C:45]3[CH:50]=[CH:49][CH:48]=[CH:47][N:46]3[C:42]=2[CH2:41][NH:40][C:38]2[CH:37]=[CH:36][N:35]=[C:34]([O:26][CH2:27][CH2:28][NH:29][CH3:30])[N:39]=2)=[CH:52][CH:53]=1. Procedure details: The title compound was prepared in the same fashion as that described for compound 183 from 2-chloro-N-((2-(4-chlorophenyl)imidazo[1,2-a]pyridin-3-yl)methyl)pyrimidin-4-amine and 2-(methylamino)ethanol. M/e+ 409 for C21H22ClN6O (M+H)+; 1H-NMR (400 MHz, CD3OD) δ 8.61 (s, 1H), 7.74 (d, J=8.4 Hz, 2H), 7.68 (d, J=6.2 Hz, 1H), 7.50 (t, J=7.3 Hz, 2H), 7.43 (d, J=7.3 Hz, 1H), 7.39 (m, 1H), 5.84 (d, J=6.2 Hz, 2H), 5.08 (d, J=8.8 Hz, 2H), 3.74 (m, 2H), 3.17 (s, 3H) ppm. The reactants are ClC1=C(C(=CC=C1)F)NC1=NC2=C(N1C)C=1CC(OC1C(=C2)C(=O)OC)(C)C (methyl 2-((2-chloro-6-fluorophenyl)amino)-1,7,7-trimethyl-7,8-dihydro-1H-benzofuro[4,5-d]imidazole-5-carboxylate), NC=1C=CC(=NC1)C(F)(F)F (5-amino-2-trifloromethylpyridine), C[Al](C)C (trimethyl aluminium). Product: ClC1=C(C(=CC=C1)F)NC1=NC2=C(N1C)C=1CC(OC1C(=C2)C(=O)NC=2C=NC(=CC2)C(F)(F)F)(C)C (2-((2-Chloro-6-fluorophenyl)amino)-1,7,7-trimethyl-N-(6-(trifluoromethyl)pyridin-3-yl)-7,8-dihydro-1H-benzofuro[4,5-d]imidazole-5-carboxamide). Yield: 19.0%. Reaction SMILES: [Cl:1][C:2]1[CH:7]=[CH:6][CH:5]=[C:4]([F:8])[C:3]=1[NH:9][C:10]1[N:14]([CH3:15])[C:13]2[C:16]3[CH2:17][C:18]([CH3:28])([CH3:27])[O:19][C:20]=3[C:21]([C:23]([O:25]C)=O)=[CH:22][C:12]=2[N:11]=1.[NH2:29][C:30]1[CH:31]=[CH:32][C:33]([C:36]([F:39])([F:38])[F:37])=[N:34][CH:35]=1.C[Al](C)C>>[Cl:1][C:2]1[CH:7]=[CH:6][CH:5]=[C:4]([F:8])[C:3]=1[NH:9][C:10]1[N:14]([CH3:15])[C:13]2[C:16]3[CH2:17][C:18]([CH3:27])([CH3:28])[O:19][C:20]=3[C:21]([C:23]([NH:29][C:30]3[CH:35]=[N:34][C:33]([C:36]([F:39])([F:37])[F:38])=[CH:32][CH:31]=3)=[O:25])=[CH:22][C:12]=2[N:11]=1. Procedure: The title compound was prepared by following the same procedure as described for Example-137 using methyl 2-((2-chloro-6-fluorophenyl)amino)-1,7,7-trimethyl-7,8-dihydro-1H-benzofuro[4,5-d]imidazole-5-carboxylate (step-7 of Intermediate-49, 0.100 g, 0.247 mmol), 5-amino-2-trifloromethylpyridine (0.162 g, 0.371 mmol), trimethyl aluminium (2M solution in toluene) (1 mL) to afford 0.025 g of the desired product. 1HNMR (DMSO-d6): δ 1.61 (s, 6H), 3.46 (s, 2H), 3.57 (s, 3H), 7.01 (m, 1H), 7.28 (s, 2H),... Reactants: COC(CCC\C=C/C(C=O)(C)C)=O ((Z)-8-oxo-7,7-dimethyl-5-octenoic acid methyl ester), CCOCC (ether), C(CCC)[Li] (n-butyllithium), [Br-].C(CCCCCCCCCCC)[P+](C1=CC=CC=C1)(C1=CC=CC=C1)C1=CC=CC=C1 (n-dodecyltriphenylphosphonium bromide). Run in O1CCCC1.CN(P(N(C)C)(N(C)C)=O)C (tetrahydrofuran hexamethylphosphorictriamide), O1CCCC1 (tetrahydrofuran). Run at temperature 0 celsius, time 45 minute. The product is CC(\C=C/CCCC(=O)O)(\C=C/CCCCCCCCCCC)C ((Z,Z)-7,7-dimethyl-5,8-eicosadienoic acid). The yield is 49.0%. As a reaction SMILES: C([Li])CCC.[Br-].[CH2:7]([P+](C1C=CC=CC=1)(C1C=CC=CC=1)C1C=CC=CC=1)[CH2:8][CH2:9][CH2:10][CH2:11][CH2:12][CH2:13][CH2:14][CH2:15][CH2:16][CH2:17][CH3:18].C[O:39][C:40](=[O:51])[CH2:41][CH2:42][CH2:43]/[CH:44]=[CH:45]\[C:46]([CH3:50])([CH3:49])[CH:47]=O.CCOCC>O1CCCC1.CN(C)P(=O)(N(C)C)N(C)C.O1CCCC1>[CH3:49][C:46]([CH3:50])(/[CH:47]=[CH:18]\[CH2:17][CH2:16][CH2:15][CH2:14][CH2:13][CH2:12][CH2:11][CH2:10][CH2:9][CH2:8][CH3:7])/[CH:45]=[CH:44]\[CH2:43][CH2:42][CH2:41][C:40]([OH:39])=[O:51] |f:1.2,5.6|. Reported procedure: A 1.4 ml. portion of n-butyllithium (1.6 M solution in hexane) was added to a solution of 1.4 g (2.74 mmol) of n-dodecyltriphenylphosphonium bromide in 5.5 ml of 2:1 tetrahydrofuran-hexamethylphosphorictriamide, at -78° C., under argon. The solution turned orange-red in color. To this solution was then added 0.350 g (1.77 mmoles) of (Z)-8-oxo-7,7-dimethyl-5-octenoic acid methyl ester dissolved in 1 ml of tetrahydrofuran, using a syringe. The reaction mixture was stirred for 30 minutes at -78° C....